Dataset: the Open Reaction Database (ORD), a public repository of structured organic reaction records. Task: describe an organic reaction: reactants, conditions, products, and yield As a reaction SMILES: [F:1][c:2]1[cH:3][cH:4][c:5]([CH2:8][CH2:9][N:10]([S:11](=[O:12])(=[O:13])[c:14]2[c:15]3[c:16]([s:17][cH:18]2)[C:19](=[O:23])[CH2:20][CH2:21][CH2:22]3)[CH3:24])[cH:6][cH:7]1.[K+:25].[O-:26][N+:27]([O-:28])=[O:29].[OH2:30].[S:31](=[O:32])(=[O:33])([OH:34])[OH:35]>>[F:1][c:2]1[cH:3][c:4]([N+:27](=[O:26])[O-:28])[c:5]([CH2:8][CH2:9][N:10]([S:11](=[O:12])(=[O:13])[c:14]2[c:15]3[c:16]([s:17][cH:18]2)[C:19](=[O:23])[CH2:20][CH2:21][CH2:22]3)[CH3:24])[cH:6][cH:7]1. Product: CN(CCc1ccc(F)cc1[N+](=O)[O-])S(=O)(=O)c1csc2c1CCCC2=O. Starting materials: CN(CCc1ccc(F)cc1)S(=O)(=O)c1csc2c1CCCC2=O, [K+], O=[N+]([O-])[O-], O, O=S(=O)(O)O.